This data is from the Open Reaction Database (ORD), a public repository of structured organic reaction records. The task is: describe an organic reaction: reactants, conditions, products, and yield Starting materials: COCC1=CC=C(C(=N1)N)C=1N=NNN1 (6-Methoxymethyl-3-(2H-tetrazol-5-yl)-pyridin-2-ylamine), [H-].[Na+] (NaH), C(C1=CC=CC=C1)OC1=CC=C(CCl)C=C1 (4-benzyloxybenzyl chloride), [I-].[Na+] (sodium iodide). The solvent is C(C)(=O)OCC.CCCCCC (ethyl acetate hexane), CN(C)C=O (DMF), O (Water). Reaction conditions: temperature 60 celsius, time 15 minute. Product: C(C1=CC=CC=C1)OC1=CC=C(CN2N=C(N=N2)C=2C(=NC(=CC2)COC)N)C=C1 (3-(2-(4-Benzyloxy-benzyl)-2H-tetrazol-5-yl)-6-methoxymethyl-pyridin-2-ylamine). Yield: 12.3%. Reaction SMILES: [CH3:1][O:2][CH2:3][C:4]1[N:9]=[C:8]([NH2:10])[C:7]([C:11]2[N:12]=[N:13][NH:14][N:15]=2)=[CH:6][CH:5]=1.[CH2:16]([O:23][C:24]1[CH:31]=[CH:30][C:27]([CH2:28]Cl)=[CH:26][CH:25]=1)[C:17]1[CH:22]=[CH:21][CH:20]=[CH:19][CH:18]=1.[I-].[Na+].[H-].[Na+]>C(OCC)(=O)C.CCCCCC.O.CN(C=O)C>[CH2:16]([O:23][C:24]1[CH:25]=[CH:26][C:27]([CH2:28][N:14]2[N:13]=[N:12][C:11]([C:7]3[C:8]([NH2:10])=[N:9][C:4]([CH2:3][O:2][CH3:1])=[CH:5][CH:6]=3)=[N:15]2)=[CH:30][CH:31]=1)[C:17]1[CH:18]=[CH:19][CH:20]=[CH:21][CH:22]=1 |f:2.3,4.5,6.7|. Reported procedure: 6-Methoxymethyl-3-(2H-tetrazol-5-yl)-pyridin-2-ylamine (50 mg) described in Manufacturing Example 6-3, 4-benzyloxybenzyl chloride (57 mg), sodium iodide (36 mg), NaH (9.7 mg/60% in oil), and DMF (3 mL) were stirred for 15 minutes at 60° C. Water was added to the reaction solution, which was then extracted with ethyl acetate. The organic layer was concentrated and purified by NH silica gel column chromatography (hexane:ethyl acetate=2:1). The residue thus obtained was solidified with ethyl acetat... The reactants are CN1CCNCC1 (N-methylpiperazine), Cl(=O)(=O)(=O)[O-].CSC1=[S+]C=CS1 (2-methylthio-1,3-dithiolium perchlorate). The product is Cl(=O)(=O)(=O)[O-].S1C(SC=C1)=[N+]1CCN(CC1)C (1-(1,3-dithiol-2-ylidene)-4-methylpiperazinium perchlorate). Isolated yield 74.8%. Reaction SMILES: [CH3:1][N:2]1[CH2:7][CH2:6][NH:5][CH2:4][CH2:3]1.[Cl:8]([O-:12])(=[O:11])(=[O:10])=[O:9].CS[C:15]1[S:19][CH:18]=[CH:17][S+:16]=1>>[Cl:8]([O-:12])(=[O:11])(=[O:10])=[O:9].[S:16]1[CH:17]=[CH:18][S:19][C:15]1=[N+:5]1[CH2:6][CH2:7][N:2]([CH3:1])[CH2:3][CH2:4]1 |f:1.2,3.4|. Procedure details: 1.2 ml of N-methylpiperazine and 1.0 g of 2-methylthio-1,3-dithiolium perchlorate were treated in the same manner as in Example 26, and the product was recrystallized from acetone-ethyl ether, whereby 0.9 g (yield: 74.8%) of 1-(1,3-dithiol-2-ylidene)-4-methylpiperazinium perchlorate (Compound No. 31) was obtained as crystals having a melting point of 192° C. Starting materials: CCCCCCCCC(NC(C)C(=O)N1C(=O)N(C)CC1C(=O)OCc1ccccc1)C(=O)OCC, [Pd]. Yields the product CCCCCCCCC(NC(C)C(=O)N1C(=O)N(C)CC1C(=O)O)C(=O)OCC. RXN SMILES: [CH3:1][N:2]1[C:3](=[O:36])[N:4]([C:17]([CH:18]([CH3:19])[NH:20][CH:21]([CH2:22][CH2:23][CH2:24][CH2:25][CH2:26][CH2:27][CH2:28][CH3:29])[C:30](=[O:31])[O:32][CH2:33][CH3:34])=[O:35])[CH:5]([C:7](=[O:8])[O:9][CH2:10][c:11]2[cH:12][cH:13][cH:14][cH:15][cH:16]2)[CH2:6]1.[Pd:37]>>[CH3:1][N:2]1[C:3](=[O:36])[N:4]([C:17]([CH:18]([CH3:19])[NH:20][CH:21]([CH2:22][CH2:23][CH2:24][CH2:25][CH2:26][CH2:27][CH2:28][CH3:29])[C:30](=[O:31])[O:32][CH2:33][CH3:34])=[O:35])[CH:5]([C:7](=[O:8])[OH:9])[CH2:6]1.